This data is from the Open Reaction Database (ORD), a public repository of structured organic reaction records. The task is: describe an organic reaction: reactants, conditions, products, and yield Reactants: N1=CC=C(C=C1)N1CCC(CC1)COC(=O)NC=1C(=CC=CC1)N (N2-[1-(4-pyridyl)piperidin-4-yl]methoxycarbonyl-1,2-benzenediamine), ClC1=CNC2=CC(=CC=C12)C(=O)O (3-chloroindole-6-carboxylic acid). Yields the product ClC1=CNC2=CC(=CC=C12)C(=O)NC=1C(=CC=CC1)NC(=O)OCC1CCN(CC1)C1=CC=NC=C1 (N1-(3-Chloroindol-6-ylcarbonyl)-N2-[1-(4-pyridyl)piperidin-4-yl]methoxycarbonyl-1,2-benzenediamine). Reaction SMILES: [N:1]1[CH:6]=[CH:5][C:4]([N:7]2[CH2:12][CH2:11][CH:10]([CH2:13][O:14][C:15]([NH:17][C:18]3[C:19]([NH2:24])=[CH:20][CH:21]=[CH:22][CH:23]=3)=[O:16])[CH2:9][CH2:8]2)=[CH:3][CH:2]=1.[Cl:25][C:26]1[C:34]2[C:29](=[CH:30][C:31]([C:35](O)=[O:36])=[CH:32][CH:33]=2)[NH:28][CH:27]=1>>[Cl:25][C:26]1[C:34]2[C:29](=[CH:30][C:31]([C:35]([NH:24][C:19]3[C:18]([NH:17][C:15]([O:14][CH2:13][CH:10]4[CH2:9][CH2:8][N:7]([C:4]5[CH:5]=[CH:6][N:1]=[CH:2][CH:3]=5)[CH2:12][CH2:11]4)=[O:16])=[CH:23][CH:22]=[CH:21][CH:20]=3)=[O:36])=[CH:32][CH:33]=2)[NH:28][CH:27]=1. Reported procedure: Using the procedure described in Example 23, Part C, and purifying with preparative RPHPLC method A, N2-[1-(4-pyridyl)piperidin-4-yl]methoxycarbonyl-1,2-benzenediamine (326 mg, 1.0 mmol) and 3-chloroindole-6-carboxylic acid (195 mg, 1.0 mmol) yielded the title compound. Starting materials: CCNc1ccccc1, Cc1ccccc1, CCN(C(C)C)C(C)C, O=C(Cl)Cl, Cc1cnc(CN(Cc2ccc(CN)cc2CO)C2CCCc3cccnc32)c(C)c1, CN(C)C=O. Product: CCN(C(=O)NCc1ccc(CN(Cc2ncc(C)cc2C)C2CCCc3cccnc32)c(CO)c1)c1ccccc1. As a reaction SMILES: [CH2:1]([CH3:2])[NH:3][c:4]1[cH:5][cH:6][cH:7][cH:8][cH:9]1.[CH3:54][c:55]1[cH:56][cH:57][cH:58][cH:59][cH:60]1.[CH:10]([N:11]([CH2:12][CH3:13])[CH:14]([CH3:15])[CH3:16])([CH3:17])[CH3:18].[Cl:19][C:20]([Cl:21])=[O:22].[NH2:23][CH2:24][c:25]1[cH:26][cH:27][c:28]([CH2:33][N:34]([CH:35]2[CH2:36][CH2:37][CH2:38][c:39]3[cH:40][cH:41][cH:42][n:43][c:44]32)[CH2:45][c:46]2[n:47][cH:48][c:49]([CH3:53])[cH:50][c:51]2[CH3:52])[c:29]([CH2:31][OH:32])[cH:30]1.[O:61]=[CH:62][N:63]([CH3:64])[CH3:65]>>[CH2:1]([CH3:2])[N:3]([c:4]1[cH:5][cH:6][cH:7][cH:8][cH:9]1)[C:20](=[O:22])[NH:23][CH2:24][c:25]1[cH:26][cH:27][c:28]([CH2:33][N:34]([CH:35]2[CH2:36][CH2:37][CH2:38][c:39]3[cH:40][cH:41][cH:42][n:43][c:44]32)[CH2:45][c:46]2[n:47][cH:48][c:49]([CH3:53])[cH:50][c:51]2[CH3:52])[c:29]([CH2:31][OH:32])[cH:30]1. Reactants: CCOC(=O)C(Cc1ccc(OCC=C(C)C#Cc2cccc(C#CC(C)=CCOc3ccc(CC(OCC)C(=O)OCC)cc3)c2)cc1)OCC, CCO, [Na+], [OH-]. Yields the product CCOC(=O)C(Cc1ccc(OCC=C(C)C#Cc2cccc(C#CC(C)=CCOc3ccc(CC(OCC)C(=O)O)cc3)c2)cc1)OCC. As a reaction SMILES: [CH2:1]([CH3:2])[O:3][C:4]([CH:5]([CH2:6][c:7]1[cH:8][cH:9][c:10]([O:13][CH2:14][CH:15]=[C:16]([C:17]#[C:18][c:19]2[cH:20][c:21]([C:25]#[C:26][C:27](=[CH:28][CH2:29][O:30][c:31]3[cH:32][cH:33][c:34]([CH2:37][CH:38]([C:39](=[O:40])[O:41][CH2:42][CH3:43])[O:44][CH2:45][CH3:46])[cH:35][cH:36]3)[CH3:47])[cH:22][cH:23][cH:24]2)[CH3:48])[cH:11][cH:12]1)[O:49][CH2:50][CH3:51])=[O:52].[CH3:55][CH2:56][OH:57].[Na+:54].[OH-:53]>>[CH2:1]([CH3:2])[O:3][C:4]([CH:5]([CH2:6][c:7]1[cH:8][cH:9][c:10]([O:13][CH2:14][CH:15]=[C:16]([C:17]#[C:18][c:19]2[cH:20][c:21]([C:25]#[C:26][C:27](=[CH:28][CH2:29][O:30][c:31]3[cH:32][cH:33][c:34]([CH2:37][CH:38]([C:39](=[O:40])[OH:41])[O:44][CH2:45][CH3:46])[cH:35][cH:36]3)[CH3:47])[cH:22][cH:23][cH:24]2)[CH3:48])[cH:11][cH:12]1)[O:49][CH2:50][CH3:51])=[O:52]. The reactants are C(C)(=O)NC1=CC=C(C=C1)C=CCCCCCS(=O)(=O)C (N-acetyl-4-(7-methanesulfonyl-1-heptenyl)-aniline), [Na+].[I-] (NaI). Run in CC(=O)C (acetone). Product: C(C)(=O)NC1=CC=C(C=C1)C=CCCCCCI (N-Acetyl-4-(7-iodo-1-heptenyl)-aniline). Yield: 117.7%. RXN SMILES: [C:1]([NH:4][C:5]1[CH:10]=[CH:9][C:8]([CH:11]=[CH:12][CH2:13][CH2:14][CH2:15][CH2:16][CH2:17]S(C)(=O)=O)=[CH:7][CH:6]=1)(=[O:3])[CH3:2].[Na+].[I-:23]>CC(C)=O>[C:1]([NH:4][C:5]1[CH:10]=[CH:9][C:8]([CH:11]=[CH:12][CH2:13][CH2:14][CH2:15][CH2:16][CH2:17][I:23])=[CH:7][CH:6]=1)(=[O:3])[CH3:2] |f:1.2|. Procedure details: To a solution of 2.641 g (8.11 mmol) of N-acetyl-4-(7-methanesulfonyl-1-heptenyl)-aniline in 60 mL of acetone was added 1.832 g (12.2 mmol) of NaI. The reaction mixture was refluxed for 19 hr. Then, filtration and evaporation of solvent gave 3.410 g (quant) of iodide 34, which was used as is in the next reaction. The reactants are ClC1=C(C=CC(=C1)Cl)C(CCS(=O)(=O)[O-])CCCC (2-(2,4-dichlorophenyl)-hexylmethane sulfonate), [C-]#N.[Na+] (sodium cyanide), O (water). The solvent is CN(C=O)C (DMF), CN(C=O)C (dimethyl formamide). Run at time 8 hour. Yields the product ClC1=C(C=CC(=C1)Cl)C(CC#N)CCCC (2-(2,4-dichlorophenyl) hexyl cyanide). Isolated yield 85.9%. RXN SMILES: [C-]#[N:2].[Na+].[Cl:4][C:5]1[CH:10]=[C:9]([Cl:11])[CH:8]=[CH:7][C:6]=1[CH:12]([CH2:19][CH2:20][CH2:21][CH3:22])[CH2:13][CH2:14]S([O-])(=O)=O.O>CN(C)C=O>[Cl:4][C:5]1[CH:10]=[C:9]([Cl:11])[CH:8]=[CH:7][C:6]=1[CH:12]([CH2:19][CH2:20][CH2:21][CH3:22])[CH2:13][C:14]#[N:2] |f:0.1|. Procedure details: To a suspension of 11.3 g (0.23 mole) of sodium cyanide in 100 ml of dry dimethyl formamide (DMF) is added dropwise a solution of 50 g (0.154 mole) of 2-(2,4-dichlorophenyl)-hexylmethane sulfonate in 50 ml of DMF. The reaction mixture is stirred at 70° overnight. It is then poured into 500 ml of water and extracted with ether. The combined ether extracts are washed with water, then saturated saline solution and finally dried over magnesium sulfate. Solvent is evaporated under reduced pressure to...